Dataset: the Open Reaction Database (ORD), a public repository of structured organic reaction records. Task: describe an organic reaction: reactants, conditions, products, and yield Starting materials: F\C(\C(C)=O)=C/[C@H]1[C@@H](C1)C1=CC(=C(C=C1)Cl)Cl ((±)-(3Z)-3-fluoro-4-[trans-2-(3,4-dichlorophenyl)cyclopropyl]but-3-en-2-one), C(C)(C)[N-]C(C)C.[Li+] (lithium diisopropylamide), C(CCC)[Li] (butyl lithium), C(C)(C)NC(C)C (diisopropylamine), C(C)C(C(=O)NP(=O)(OCC(C)C)O)CC (diethyl-N-isobutylphosphonoacetamide). Product: C(C(C)C)NC(\C=C(\C(=C\[C@H]1[C@@H](C1)C1=CC(=C(C=C1)Cl)Cl)\F)/C)=O ((±)-(2E,4Z) N-Isobutyl-3-methyl-4-fluoro-5-[trans-2-(3,4-dichlorophenyl)cyclopropyl]penta-2,4-dienamide). The solvent is O (water), O1CCCC1 (tetrahydrofuran), O1CCCC1 (tetrahydrofuran). Reaction SMILES: C([N-][CH:5]([CH3:7])[CH3:6])(C)C.[Li+].[CH2:9]([Li])CCC.C(NC(C)C)(C)C.C([CH:23]([CH2:35][CH3:36])[C:24]([NH:26]P(O)(OCC(C)C)=O)=[O:25])C.[F:37]/[C:38](=[CH:42]\[C@@H:43]1[CH2:45][C@H:44]1[C:46]1[CH:51]=[CH:50][C:49]([Cl:52])=[C:48]([Cl:53])[CH:47]=1)/C(=O)C>O1CCCC1.O>[CH2:6]([NH:26][C:24](=[O:25])/[CH:23]=[C:35](\[CH3:36])/[C:38](/[F:37])=[CH:42]/[C@@H:43]1[CH2:45][C@H:44]1[C:46]1[CH:51]=[CH:50][C:49]([Cl:52])=[C:48]([Cl:53])[CH:47]=1)[CH:5]([CH3:7])[CH3:9] |f:0.1|. Procedure details: A solution of lithium diisopropylamide in tetrahydrofuran under nitrogen, prepared from n.butyl lithium (2.3 ml) and diisopropylamine (0.51 ml), at -70° was treated with diethyl-N-isobutylphosphonoacetamide (0.46 g) in dry tetrahydrofuran. After 2 hours at 25° the above ketone (0.5 g) was added. After 18 hours at 25° water was added and the mixture worked up in the normal manner. Purification by chromatography (silica. ether/hexane) gave the title compound (0.24 g). Procedure: To a solution of CuCl2 (11.9 mg, 0.09 mmol) in acetonitrile (1 mL) was added t-butyl nitrite (11 μL, 0.092 mmol). Next, the solution was cooled to 0° C. and methyl[3-amino-5-(trifluoromethyl)benzyl]{[5′-isopropyl-2′-methoxy-4-(trifluoromethyl)biphenyl-2-yl]methyl}carbamate (41 mg, 0.074 mmol) (Example 33) was added as a solution in acetonitrile (1.5 mL). The reaction was slowly warmed to room temperature. After stirring at room temperature for 2 hours, the mixture was diluted with EtOAc (30 mL) ... The solvent is C(C)#N (acetonitrile), CCOC(=O)C (EtOAc), C(C)#N (acetonitrile). The reactants are CuCl2, N(=O)OC(C)(C)C (t-butyl nitrite), Cl (HCl), COC(N(CC1=C(C=CC(=C1)C(F)(F)F)C1=C(C=CC(=C1)C(C)C)OC)CC1=CC(=CC(=C1)C(F)(F)F)N)=O (methyl[3-amino-5-(trifluoromethyl)benzyl]{[5′-isopropyl-2′-methoxy-4-(trifluoromethyl)biphenyl-2-yl]methyl}carbamate). RXN SMILES: N(OC(C)(C)C)=O.[CH3:8][O:9][C:10](=[O:46])[N:11]([CH2:34][C:35]1[CH:40]=[C:39]([C:41]([F:44])([F:43])[F:42])[CH:38]=[C:37](N)[CH:36]=1)[CH2:12][C:13]1[CH:18]=[C:17]([C:19]([F:22])([F:21])[F:20])[CH:16]=[CH:15][C:14]=1[C:23]1[CH:28]=[C:27]([CH:29]([CH3:31])[CH3:30])[CH:26]=[CH:25][C:24]=1[O:32][CH3:33].[ClH:47]>C(#N)C.CCOC(C)=O>[CH3:8][O:9][C:10](=[O:46])[N:11]([CH2:34][C:35]1[CH:40]=[C:39]([C:41]([F:44])([F:43])[F:42])[CH:38]=[C:37]([Cl:47])[CH:36]=1)[CH2:12][C:13]1[CH:18]=[C:17]([C:19]([F:22])([F:21])[F:20])[CH:16]=[CH:15][C:14]=1[C:23]1[CH:28]=[C:27]([CH:29]([CH3:31])[CH3:30])[CH:26]=[CH:25][C:24]=1[O:32][CH3:33]. The product is COC(N(CC1=C(C=CC(=C1)C(F)(F)F)C1=C(C=CC(=C1)C(C)C)OC)CC1=CC(=CC(=C1)C(F)(F)F)Cl)=O (methyl[3-chloro-5-(trifluoromethyl)benzyl]{[5′-isopropyl-2′-methoxy-4-(trifluoromethyl)biphenyl-2-yl]methyl}carbamate). Conditions: temperature 0 celsius, time 2 hour. The reactants are CS(C)=O, [O-][Cl+][O-], [K+], [Na+], [Na+], [OH-], O, O=P([O-])(O)O, O=Cc1cc2cnccc2o1. Yields the product O=C(O)c1cc2cnccc2o1. Reaction SMILES: [CH3:24][S:25]([CH3:26])=[O:27].[Cl+:18]([O-:19])[O-:20].[K+:17].[Na+:21].[Na+:23].[OH-:22].[OH2:28].[P:12](=[O:13])([O-:14])([OH:15])[OH:16].[o:1]1[c:2]([CH:10]=[O:11])[cH:3][c:4]2[cH:5][n:6][cH:7][cH:8][c:9]12>>[o:1]1[c:2]([C:10](=[O:11])[OH:13])[cH:3][c:4]2[cH:5][n:6][cH:7][cH:8][c:9]12. Reactants: C1(CC1)NC(C1=CC(=C(C=C1)C)N1C(C(=NC=C1)NC1(CC1)C1=C(C=CC=C1)OC[C@@H]1OC1)=O)=O ((R)-N-cyclopropyl-4-methyl-3-(3-(1-(2-(oxiran-2-ylmethoxy)phenyl)cyclopropylamino)-2-oxopyrazin-1(2H)-yl)benzamide), CN (methylamine). The product is C1(CC1)NC(C1=CC(=C(C=C1)C)N1C(C(=NC=C1)NC1(CC1)C1=C(C=CC=C1)OC[C@@H](CNC)O)=O)=O (N-Cyclopropyl-3-[3-{[1-(2-{[(2R)-2-hydroxy-3-(methylamino)propyl]oxy}phenyl)cyclopropyl]amino}-2-oxopyrazin-1(2H)-yl]-4-methylbenzamide). Procedure details: The title compound was prepared using a similar method to that described for Example 299b from (R)-N-cyclopropyl-4-methyl-3-(3-(1-(2-(oxiran-2-ylmethoxy)phenyl)cyclopropylamino)-2-oxopyrazin-1(2H)-yl)benzamide (Example 299a) and methylamine. RXN SMILES: [CH:1]1([NH:4][C:5](=[O:35])[C:6]2[CH:11]=[CH:10][C:9]([CH3:12])=[C:8]([N:13]3[CH:18]=[CH:17][N:16]=[C:15]([NH:19][C:20]4([C:23]5[CH:28]=[CH:27][CH:26]=[CH:25][C:24]=5[O:29][CH2:30][C@H:31]5[CH2:33][O:32]5)[CH2:22][CH2:21]4)[C:14]3=[O:34])[CH:7]=2)[CH2:3][CH2:2]1.[CH3:36][NH2:37]>>[CH:1]1([NH:4][C:5](=[O:35])[C:6]2[CH:11]=[CH:10][C:9]([CH3:12])=[C:8]([N:13]3[CH:18]=[CH:17][N:16]=[C:15]([NH:19][C:20]4([C:23]5[CH:28]=[CH:27][CH:26]=[CH:25][C:24]=5[O:29][CH2:30][C@H:31]([OH:32])[CH2:33][NH:37][CH3:36])[CH2:22][CH2:21]4)[C:14]3=[O:34])[CH:7]=2)[CH2:2][CH2:3]1. Reactants: FC=1C=C(C=2C=CNC2C1)C#N (6-fluoro-1H-indole-4-carbonitrile). Reagents/catalysts: [Ni] (Raney nickel). The solvent is N (NH3), CO (MeOH). Conditions: time 8 hour. Yields the product FC1=CC(=C2C=CNC2=C1)CN ((6-fluoro-1H-indol-4-yl)methanamine). The yield is 82.8%. RXN SMILES: [F:1][C:2]1[CH:3]=[C:4]([C:11]#[N:12])[C:5]2[CH:6]=[CH:7][NH:8][C:9]=2[CH:10]=1>N.CO.[Ni]>[F:1][C:2]1[CH:10]=[C:9]2[C:5]([CH:6]=[CH:7][NH:8]2)=[C:4]([CH2:11][NH2:12])[CH:3]=1. Reported procedure: To a solution of 226 (588 mg, 3.68 mmol) in 7N NH3 in MeOH (20 mL) was added Raney nickel (20 mg), and then the reaction was stirred under hydrogen (1 atm.) at RT overnight. The dark mixture was filtered and the filtrate was concentrated in vacuo to afford 500 mg (85%) of (6-fluoro-1H-indol-4-yl)methanamine (228) as white solid: MS (ESI) m/z=148.1 [M−16]+. The reactants are OC1=CC=C(C2=CC=CC=C12)C=O (4-hydroxy-1-naphtaldehyde), C(#N)C(=C1C=C(OC(=C1)C)C)C#N (4-(dicyanomethylene)-2,6-dimethyl-4H-pyrane), N1CCCCC1 (piperidine). The solvent is C(C)O (ethanol). Product: OC1=CC=C(C2=CC=CC=C12)/C=C/C=1OC(=CC(C1)=C(C#N)C#N)C (((E)-2-(2-(4-hydroxynaphthalene-1-yl)vinyl)-6-methyl-4H-pyrane-4-ylidene)malononitrile). The yield is 48.2%. As a reaction SMILES: [OH:1][C:2]1[C:11]2[C:6](=[CH:7][CH:8]=[CH:9][CH:10]=2)[C:5]([CH:12]=O)=[CH:4][CH:3]=1.[C:14]([C:16]([C:25]#[N:26])=[C:17]1[CH:22]=[C:21]([CH3:23])[O:20][C:19]([CH3:24])=[CH:18]1)#[N:15].N1CCCCC1>C(O)C>[OH:1][C:2]1[C:11]2[C:6](=[CH:7][CH:8]=[CH:9][CH:10]=2)[C:5](/[CH:12]=[CH:23]/[C:21]2[O:20][C:19]([CH3:24])=[CH:18][C:17](=[C:16]([C:25]#[N:26])[C:14]#[N:15])[CH:22]=2)=[CH:4][CH:3]=1. Procedure details: 4-hydroxy-1-naphtaldehyde (0.70 g (5.81 mmol)), 4-(dicyanomethylene)-2,6-dimethyl-4H-pyrane (1.0 g (5.81 mmol)), piperidine (0.50 g (5.81 mmol)), and ethanol (50 mL) were added to a 50-mL three-neck flask. The resultant was heated and refluxed under an argon atmosphere for 6 hours and then the solvent was removed under reduced pressure, followed by purification by column chromatography (SiO2, CHCl3:MeOH=10:1 (v/v)). Thus a desired compound was obtained (yield: 48.2%). Starting materials: C(=O)(O)C1=CC=C2C=CC=C(C2=C1)CC1=C(C=C(C(=O)OC)C=C1)OC (methyl 4-(7-carboxynaphth-1-ylmethyl)-3-methoxybenzoate), Cl.CN(CCCN=C=NCC)C (1-(3-dimethylaminopropyl)-3-ethylcarbodiimide hydrochloride), C(C)C(CN)CC (2-ethylbutylamine), CN(C=O)C (dimethylformamide). The reagents and catalysts are CN(C1=CC=NC=C1)C (4-dimethylaminopyridine). Solvent: C(Cl)Cl (Methylene chloride), C(Cl)Cl (methylene chloride). Product: C(C)C(CNC(=O)C1=CC=C2C=CC=C(C2=C1)CC1=C(C=C(C(=O)OC)C=C1)OC)CC (methyl 4-[7-(2-ethylbutylcarbamoyl)naphth-1-ylmethyl]-3-methoxybenzoate). Yield: 77.0%. Reaction SMILES: [C:1]([C:4]1[CH:13]=[C:12]2[C:7]([CH:8]=[CH:9][CH:10]=[C:11]2[CH2:14][C:15]2[CH:24]=[CH:23][C:18]([C:19]([O:21][CH3:22])=[O:20])=[CH:17][C:16]=2[O:25][CH3:26])=[CH:6][CH:5]=1)(O)=[O:2].Cl.CN(C)CCCN=C=NCC.[CH2:39]([CH:41]([CH2:44][CH3:45])[CH2:42][NH2:43])[CH3:40].CN(C)C=O>CN(C)C1C=CN=CC=1.C(Cl)Cl>[CH2:39]([CH:41]([CH2:44][CH3:45])[CH2:42][NH:43][C:1]([C:4]1[CH:13]=[C:12]2[C:7]([CH:8]=[CH:9][CH:10]=[C:11]2[CH2:14][C:15]2[CH:24]=[CH:23][C:18]([C:19]([O:21][CH3:22])=[O:20])=[CH:17][C:16]=2[O:25][CH3:26])=[CH:6][CH:5]=1)=[O:2])[CH3:40] |f:1.2|. Reported procedure: A mixture of methyl 4-(7-carboxynaphth-1-ylmethyl)-3-methoxybenzoate (342 mg), 4-dimethylaminopyridine (358 mg), 1-(3-dimethylaminopropyl)-3-ethylcarbodiimide hydrochloride (560 mg), and 2-ethylbutylamine (198 mg), was dissolved in 3:1 methylene chloride:dimethylformamide (distilled over CaH2) (4 ml) and stirred for 18 h. Methylene chloride was added and the solution was washed (1N hydrochloric acid, brine), dried (MgSO4) and evaporated to give a yellow foam. Recrystallization from 1:2 methylene... Starting materials: Cl.ClC1=NC(=CC=2N1N=C(N2)C2CCN(CC2)C)C2=C(C=C(C=C2)Cl)Cl (5-chloro-7-(2,4-dichlorophenyl)-2-(1-methylpiperidin-4-yl)[1,2,4]triazolo-[1,5-c]pyrimidine hydrochloride), Cl.Cl.NCCNC1=NC=C(C#N)C=C1 (6-[(2-Aminoethyl)amino]nicotinonitrile dihydrochloride), C(C)(C)N(C(C)C)CC (N,N-diisopropylethylamine). The solvent is CS(=O)C (DMSO). Reaction conditions: temperature 130 celsius. Product: ClC1=C(C=CC(=C1)Cl)C1=CC=2N(C(=N1)NCCNC1=CC=C(C=N1)C#N)N=C(N2)C2CCN(CC2)C (6-[(2-{[7-(2,4-Dichlorophenyl)-2-(1-methylpiperidin-4-yl)[1,2,4]triazolo[1,5-c]pyrimidin-5-yl]-amino}ethyl)amino]pyridine-3-carbonitrile). As a reaction SMILES: Cl.Cl[C:3]1[N:8]2[N:9]=[C:10]([CH:12]3[CH2:17][CH2:16][N:15]([CH3:18])[CH2:14][CH2:13]3)[N:11]=[C:7]2[CH:6]=[C:5]([C:19]2[CH:24]=[CH:23][C:22]([Cl:25])=[CH:21][C:20]=2[Cl:26])[N:4]=1.Cl.Cl.[NH2:29][CH2:30][CH2:31][NH:32][C:33]1[CH:40]=[CH:39][C:36]([C:37]#[N:38])=[CH:35][N:34]=1.C(N(CC)C(C)C)(C)C>CS(C)=O>[Cl:26][C:20]1[CH:21]=[C:22]([Cl:25])[CH:23]=[CH:24][C:19]=1[C:5]1[N:4]=[C:3]([NH:29][CH2:30][CH2:31][NH:32][C:33]2[N:34]=[CH:35][C:36]([C:37]#[N:38])=[CH:39][CH:40]=2)[N:8]2[N:9]=[C:10]([CH:12]3[CH2:13][CH2:14][N:15]([CH3:18])[CH2:16][CH2:17]3)[N:11]=[C:7]2[CH:6]=1 |f:0.1,2.3.4|. Procedure: 50 mg (0.13 mmol) of 5-chloro-7-(2,4-dichlorophenyl)-2-(1-methylpiperidin-4-yl)[1,2,4]triazolo-[1,5-c]pyrimidine hydrochloride (Example 49A), 30 mg (0.15 mmol) of 6-[(2-aminoethyl)amino]pyridin-3-carbonitrile hydrochloride (Example 2A) and 0.13 ml (0.76 mmol) of N,N-diisopropylethylamine were initially charged in 1.5 ml of DMSO. The mixture was heated in the microwave at 130° C. for 30 min. This gave, after purification of the crude product by preparative HPLC (Method 11), 25 mg (37% of theory) ... The reactants are O=C([O-])[O-], Cc1cc2ccc(Oc3ccnc4cc(O)ccc34)cc2o1, CC#N, ClCCN1CCOCC1, Cl, [Cs+], [Cs+]. Product: Cc1cc2ccc(Oc3ccnc4cc(OCCN5CCOCC5)ccc34)cc2o1. As a reaction SMILES: [C:11](=[O:12])([O-:13])[O-:14].[CH3:17][c:18]1[o:19][c:20]2[c:21]([cH:22]1)[cH:23][cH:24][c:25]([O:27][c:28]1[cH:29][cH:30][n:31][c:32]3[cH:33][c:34]([OH:38])[cH:35][cH:36][c:37]13)[cH:26]2.[CH3:39][C:40]#[N:41].[Cl:2][CH2:3][CH2:4][N:5]1[CH2:6][CH2:7][O:8][CH2:9][CH2:10]1.[ClH:1].[Cs+:15].[Cs+:16]>>[CH2:3]([CH2:4][N:5]1[CH2:6][CH2:7][O:8][CH2:9][CH2:10]1)[O:38][c:34]1[cH:33][c:32]2[n:31][cH:30][cH:29][c:28]([O:27][c:25]3[cH:24][cH:23][c:21]4[c:20]([o:19][c:18]([CH3:17])[cH:22]4)[cH:26]3)[c:37]2[cH:36][cH:35]1. Starting materials: [N+](=O)([O-])C1=CC=C(C=C1)C=1N=C(SC1)CN1N=CC(=C1)C(=O)OCC (ethyl 1-{[4-(4-nitrophenyl)-1,3-thiazol-2-yl]methyl}-1H-pyrazole-4-carboxylate). Reagents/catalysts: [C].[Pd] (palladium-carbon). The solvent is C(C)O.O1CCCC1 (ethanol tetrahydrofuran). Conditions: time 3 hour. Product: NC1=CC=C(C=C1)C=1N=C(SC1)CN1N=CC(=C1)C(=O)OCC (ethyl 1-{[4-(4-aminophenyl)-1,3-thiazol-2-yl]methyl}-1H-pyrazole-4-carboxylate). As a reaction SMILES: [N+:1]([C:4]1[CH:9]=[CH:8][C:7]([C:10]2[N:11]=[C:12]([CH2:15][N:16]3[CH:20]=[C:19]([C:21]([O:23][CH2:24][CH3:25])=[O:22])[CH:18]=[N:17]3)[S:13][CH:14]=2)=[CH:6][CH:5]=1)([O-])=O>C(O)C.O1CCCC1.[C].[Pd]>[NH2:1][C:4]1[CH:9]=[CH:8][C:7]([C:10]2[N:11]=[C:12]([CH2:15][N:16]3[CH:20]=[C:19]([C:21]([O:23][CH2:24][CH3:25])=[O:22])[CH:18]=[N:17]3)[S:13][CH:14]=2)=[CH:6][CH:5]=1 |f:1.2,3.4|. Reported procedure: To a mixed solution of the compound (1.5 g, 4.2 mmol) obtained in Example 36a in ethanol/tetrahydrofuran (v/v=1/1, 20 mL) was added palladium-carbon (10% wet., 150 mg), and the mixture was stirred at room temperature for 3 hr under a hydrogen atmosphere (1 atm). Palladium-carbon was removed by filtration and the solvent was evaporated under reduced pressure to give a crude title compound.